The task is: describe an organic reaction: reactants, conditions, products, and yield. This data is from the Open Reaction Database (ORD), a public repository of structured organic reaction records. Reactants: O (water), [OH-].[Na+] (sodium hydroxide), C(C)(C)(C)OC(=O)N(C)CC1(CC1)C(=O)OC (Methyl 1-{[(tert-butoxycarbonyl)(methyl)amino]methyl}cyclopropanecarboxylate). Run in CO (methanol). Conditions: temperature 50 celsius, time 30 minute. Product: C(C)(C)(C)OC(=O)N(C)CC1(CC1)C(=O)O (1-{[(tert-butoxycarbonyl)(methyl)amino]methyl}cyclopropanecarboxylic acid). Isolated yield 94.0%. Reaction SMILES: [C:1]([O:5][C:6]([N:8]([CH2:10][C:11]1([C:14]([O:16]C)=[O:15])[CH2:13][CH2:12]1)[CH3:9])=[O:7])([CH3:4])([CH3:3])[CH3:2].O.[OH-].[Na+]>CO>[C:1]([O:5][C:6]([N:8]([CH2:10][C:11]1([C:14]([OH:16])=[O:15])[CH2:12][CH2:13]1)[CH3:9])=[O:7])([CH3:4])([CH3:2])[CH3:3] |f:2.3|. Reported procedure: Methyl 1-{[(tert-butoxycarbonyl)(methyl)amino]methyl}cyclopropanecarboxylate was dissolved in methanol (6.8 mL) and water (5.8 mL) and treated with 10M sodium hydroxide (0.98 mL, 9.82 mmol). The solution was heated at 50° C. After 30 minutes, the reaction was cooled with an ice bath and quenched into a cold (ice bath temperature) mixture of 1N hydrogen chloride (19.6 mL) and saturated sodium chloride (19.6 mL). The product was extracted with ethyl acetate (3 times). The organic solution was drie... The reactants are CCOC(=O)c1[nH]c(C)c(C)c1C(C)=O, CCO, [K+], [OH-]. Product: CC(=O)c1c(C(=O)O)[nH]c(C)c1C. Reaction SMILES: [CH2:1]([CH3:2])[O:3][C:4](=[O:5])[c:6]1[nH:7][c:8]([CH3:15])[c:9]([CH3:14])[c:10]1[C:11]([CH3:12])=[O:13].[CH3:18][CH2:19][OH:20].[K+:17].[OH-:16]>>[O:3]=[C:4]([OH:5])[c:6]1[nH:7][c:8]([CH3:15])[c:9]([CH3:14])[c:10]1[C:11]([CH3:12])=[O:13].